This data is from the Open Reaction Database (ORD), a public repository of structured organic reaction records. The task is: describe an organic reaction: reactants, conditions, products, and yield The reactants are COC1=CC=C(C=N1)C1=C(C=C(S1)S(=O)(=O)Cl)C (5-(6-Methoxy-pyridin-3-yl)-4-methyl-thiophene-2-sulfonyl chloride), [OH-].[NH4+] (ammonium hydroxide). Run in CC(=O)C (acetone). Yields the product COC1=CC=C(C=N1)C1=C(C=C(S1)S(=O)(=O)N)C (5-(6-Methoxy-pyridin-3-yl)-4-methyl-thiophene-2-sulfonic acid amide). Reaction SMILES: [CH3:1][O:2][C:3]1[N:8]=[CH:7][C:6]([C:9]2[S:13][C:12]([S:14](Cl)(=[O:16])=[O:15])=[CH:11][C:10]=2[CH3:18])=[CH:5][CH:4]=1.[OH-].[NH4+:20]>CC(C)=O>[CH3:1][O:2][C:3]1[N:8]=[CH:7][C:6]([C:9]2[S:13][C:12]([S:14]([NH2:20])(=[O:16])=[O:15])=[CH:11][C:10]=2[CH3:18])=[CH:5][CH:4]=1 |f:1.2|. Procedure details: 5-(6-Methoxy-pyridin-3-yl)-4-methyl-thiophene-2-sulfonyl chloride (0.19 g, 0.63 mmol) was dissolved in acetone (6 ml) and added dropwise to an aqueous ammonium hydroxide solution (25%, 1.2 ml). After 1 hour the solvent was removed under reduced pressure, the residue diluted with water and extracted with ethyl acetate (3×). The combined organic extracts were washed with water, brine, dried (MgSO4.2H2O), filtered and concentrated under reduced pressure to yield a crude that was purified over silic... Reactants: O=C[O-], O=CO, O=Cc1c[nH]c2cc(F)ccc12, NO, [Na+], O. The product is N#Cc1c[nH]c2cc(F)ccc12. As a reaction SMILES: [CH:15]([O-:16])=[O:17].[CH:20]([OH:21])=[O:22].[F:1][c:2]1[cH:3][cH:4][c:5]2[c:6]([CH:11]=[O:12])[cH:7][nH:8][c:9]2[cH:10]1.[NH2:13][OH:14].[Na+:18].[OH2:19]>>[F:1][c:2]1[cH:3][cH:4][c:5]2[c:6]([C:11]#[N:13])[cH:7][nH:8][c:9]2[cH:10]1. The reactants are SCCCS, ClCCl, CCN(CC)CC#CCCC=O. The product is CCN(CC)CC#CCCC1SCCCS1. RXN SMILES: [CH2:13]([CH2:14][CH2:15][SH:16])[SH:17].[CH2:18]([Cl:19])[Cl:20].[CH2:1]([CH3:2])[N:3]([CH2:4][C:5]#[C:6][CH2:7][CH2:8][CH:9]=[O:10])[CH2:11][CH3:12]>>[CH2:1]([CH3:2])[N:3]([CH2:4][C:5]#[C:6][CH2:7][CH2:8][CH:9]1[S:16][CH2:15][CH2:14][CH2:13][S:17]1)[CH2:11][CH3:12]. Reactants: CCOCC, Nc1ccccc1, O=C(O)c1c[nH]c2c(=O)[nH]c3ccccc3c12. The product is O=C(Nc1ccccc1)c1c[nH]c2c(=O)[nH]c3ccccc3c12. RXN SMILES: [CH3:25][CH2:26][O:27][CH2:28][CH3:29].[NH2:18][c:19]1[cH:20][cH:21][cH:22][cH:23][cH:24]1.[O:1]=[c:2]1[nH:3][c:4]2[cH:5][cH:6][cH:7][cH:8][c:9]2[c:10]2[c:11]1[nH:12][cH:13][c:14]2[C:15](=[O:16])[OH:17]>>[O:1]=[c:2]1[nH:3][c:4]2[cH:5][cH:6][cH:7][cH:8][c:9]2[c:10]2[c:11]1[nH:12][cH:13][c:14]2[C:15](=[O:17])[NH:18][c:19]1[cH:20][cH:21][cH:22][cH:23][cH:24]1. Starting materials: C=CC=C (1,3-butadiene), C(C=CCCCC=C)O (2,7-octadien-1-ol), O (water), C(=O)=O (carbon dioxide). Run in CN(C=O)C (dimethyl formamide). Product: C=CC(CCCC=C)O (1,7-octadien 3-ol). The yield is 10.1%. As a reaction SMILES: C=CC=C.O.C(=O)=[O:7].[CH2:9](O)[CH:10]=[CH:11][CH2:12][CH2:13][CH2:14][CH:15]=[CH2:16]>CN(C)C=O>[CH2:9]=[CH:10][CH:11]([OH:7])[CH2:12][CH2:13][CH2:14][CH:15]=[CH2:16]. Reported procedure: The thus deposited and separated palladium complex was placed again in the autoclave, to which 0.5 mol of 1,3-butadiene, 1 mol of water, 0.6 mol of carbon dioxide, and 63 ml of dimethyl formamide were fed afresh. Then, the reaction was conducted under the same conditions as mentioned above, with the consequence that 0.158 mol of 2,7-octadien-1-ol, and 0.016 mol of 1,7-octadien 3-ol were produced. The reactants are ClC=1C=C(C=CC1)C1=NN2C(=NC=CC2=C1C1=NC(=NC=C1)NC1CCCC1)SC (4-[2-(3-chlorophenyl)-7-(methylthio)pyrazolo[1,5-c]pyrimidin-3-yl]-N-cyclopentylpyrimidin-2-amine), ClC=1C=C(C(=O)OO)C=CC1 (m-chloroperoxybenzoic acid), [Na] (sodium), [O-]CCCC.[Na+] (sodium butoxide). Solvent: ClCCl (dichloromethane), C(C)(=O)OCC (ethyl acetate), ClCCl (dichloromethane), C(CCC)O (n-butanol). Run at temperature 0 celsius, time 1.5 hour. Product: [O-]CCCC.[Na+] (sodium butoxide), ClC=1C=C(C=CC1)C1=NN2C(=NC=CC2=C1C1=NC(=NC=C1)NC1CCCC1)O (2-(3-chlorophenyl)-3-[2-(cyclopentylamino)-4-pyrimidinyl]pyrazolo[1,5-c]pyrimidin-7-ol). Isolated yield 26.0%. RXN SMILES: [Cl:1][C:2]1[CH:3]=[C:4]([C:8]2[C:16]([C:17]3[CH:22]=[CH:21][N:20]=[C:19]([NH:23][CH:24]4[CH2:28][CH2:27][CH2:26][CH2:25]4)[N:18]=3)=[C:15]3[N:10]([C:11](SC)=[N:12][CH:13]=[CH:14]3)[N:9]=2)[CH:5]=[CH:6][CH:7]=1.Cl[C:32]1[CH:33]=[C:34](C=CC=1)[C:35](OO)=[O:36].[Na].[O-:43]CCCC.[Na+:48]>ClCCl.C(OCC)(=O)C.C(O)CCC>[O-:36][CH2:35][CH2:34][CH2:33][CH3:32].[Na+:48].[Cl:1][C:2]1[CH:3]=[C:4]([C:8]2[C:16]([C:17]3[CH:22]=[CH:21][N:20]=[C:19]([NH:23][CH:24]4[CH2:28][CH2:27][CH2:26][CH2:25]4)[N:18]=3)=[C:15]3[N:10]([C:11]([OH:43])=[N:12][CH:13]=[CH:14]3)[N:9]=2)[CH:5]=[CH:6][CH:7]=1 |f:3.4,8.9,^1:41|. Reported procedure: To a cold (0° C.) solution of 4-[2-(3-chlorophenyl)-7-(methylthio)pyrazolo[1,5-c]pyrimidin-3-yl]-N-cyclopentylpyrimidin-2-amine (90 mg, 0.206 mmol) in dichloromethane (10 mL) was added m-chloroperoxybenzoic acid (54 mg, 0.313 mmol). The reaction mixture was stirred 1.5 hours at 0° C. then diluted with dichloromethane and washed with saturated aqueous sodium bicarbonate. The organic layer was washed with water and brine, then dried over magnesium sulfate. Filtration and concentration provided a c... The yield is 64.2%. Procedure details: Using similar reaction conditions as described in step-iii of example-1, tert-butyl (5-(3-(1-(3-fluorobenzyl)-3,5-dimethyl-1H-pyrazol-4-yl)-1-tosyl-1H-pyrrolo[2,3-b]pyridin-5-yl)-3-methoxypyridin-2-yl)carbamate (200 mg, 0.287 mmol) was hydrolyzed by lithium hydroxide (121 mg, 2.870 mmol) in THF/methanol/water (5/5/2 ml) to yield 100 mg (64.5% yield) of the titled compound. The reactants are Cl.FC=1C=C(CN2N=CC(=C2)C2=CN(C3=NC=C(C=C32)C3=CC=C(C=C3)C3CCNCC3)S(=O)(=O)C3=CC=C(C)C=C3)C=CC1 (3-(1-(3-fluorobenzyl)-1H-pyrazol-4-yl)-5-(4-(piperidin-4-yl)phenyl)-1-tosyl-1H-pyrrolo[2,3-b]pyridine hydrochloride), FC=1C=C(CN2N=C(C(=C2C)C2=CN(C3=NC=C(C=C32)C=3C=C(C(=NC3)NC(OC(C)(C)C)=O)OC)S(=O)(=O)C3=CC=C(C)C=C3)C)C=CC1 (tert-butyl (5-(3-(1-(3-fluorobenzyl)-3,5-dimethyl-1H-pyrazol-4-yl)-1-tosyl-1H-pyrrolo[2,3-b]pyridin-5-yl)-3-methoxypyridin-2-yl)carbamate), [OH-].[Li+] (lithium hydroxide). As a reaction SMILES: Cl.FC1C=C(C=CC=1)CN1C=C(C2C3C(=NC=C(C4C=CC(C5CCNCC5)=CC=4)C=3)N(S(C3C=CC(C)=CC=3)(=O)=O)C=2)C=N1.[F:46][C:47]1[CH:48]=[C:49]([CH:93]=[CH:94][CH:95]=1)[CH2:50][N:51]1[C:55]([CH3:56])=[C:54]([C:57]2[C:65]3[C:60](=[N:61][CH:62]=[C:63]([C:66]4[CH:67]=[C:68]([O:80][CH3:81])[C:69]([NH:72][C:73](=[O:79])[O:74][C:75]([CH3:78])([CH3:77])[CH3:76])=[N:70][CH:71]=4)[CH:64]=3)[N:59](S(C3C=CC(C)=CC=3)(=O)=O)[CH:58]=2)[C:53]([CH3:92])=[N:52]1.[OH-].[Li+]>C1COCC1.CO.O>[F:46][C:47]1[CH:48]=[C:49]([CH:93]=[CH:94][CH:95]=1)[CH2:50][N:51]1[C:55]([CH3:56])=[C:54]([C:57]2[C:65]3[C:60](=[N:61][CH:62]=[C:63]([C:66]4[CH:67]=[C:68]([O:80][CH3:81])[C:69]([NH:72][C:73](=[O:79])[O:74][C:75]([CH3:78])([CH3:77])[CH3:76])=[N:70][CH:71]=4)[CH:64]=3)[NH:59][CH:58]=2)[C:53]([CH3:92])=[N:52]1 |f:0.1,3.4,5.6.7|. Solvent: C1CCOC1.CO.O (THF methanol water). The product is FC=1C=C(CN2N=C(C(=C2C)C2=CNC3=NC=C(C=C32)C=3C=C(C(=NC3)NC(OC(C)(C)C)=O)OC)C)C=CC1 (tert-butyl (5-(3-(1-(3-fluorobenzyl)-3,5-dimethyl-1H-pyrazol-4-yl)-1H-pyrrolo[2,3-b]pyridin-5-yl)-3-methoxypyridin-2-yl)carbamate). The reactants are C1CCOC1, CI, C[Si](C)(C)[N-][Si](C)(C)C, [Na+], CC(C)(C)OC(=O)NCC1(c2ccccc2)CC1COCc1ccccc1. The product is CN(CC1(c2ccccc2)CC1COCc1ccccc1)C(=O)OC(C)(C)C. As a reaction SMILES: [CH2:40]1[O:41][CH2:42][CH2:43][CH2:44]1.[CH3:28][I:29].[CH3:30][Si:31]([N-:32][Si:33]([CH3:34])([CH3:35])[CH3:36])([CH3:37])[CH3:38].[Na+:39].[c:1]1([C:7]2([CH2:19][NH:20][C:21]([O:22][C:23]([CH3:24])([CH3:25])[CH3:26])=[O:27])[CH:8]([CH2:10][O:11][CH2:12][c:13]3[cH:14][cH:15][cH:16][cH:17][cH:18]3)[CH2:9]2)[cH:2][cH:3][cH:4][cH:5][cH:6]1>>[c:1]1([C:7]2([CH2:19][N:20]([C:21]([O:22][C:23]([CH3:24])([CH3:25])[CH3:26])=[O:27])[CH3:30])[CH:8]([CH2:10][O:11][CH2:12][c:13]3[cH:14][cH:15][cH:16][cH:17][cH:18]3)[CH2:9]2)[cH:2][cH:3][cH:4][cH:5][cH:6]1.